From a dataset of the Open Reaction Database (ORD), a public repository of structured organic reaction records. describe an organic reaction: reactants, conditions, products, and yield Reactants: BrCc1ccccc1, O=c1[nH]c2ccc(Cl)cc2c(=O)o1, [H-], [Na+], CN(C)C=O, O. Yields the product O=c1oc(=O)n(Cc2ccccc2)c2ccc(Cl)cc12. Reaction SMILES: [Br:16][CH2:17][c:18]1[cH:19][cH:20][cH:21][cH:22][cH:23]1.[Cl:1][c:2]1[cH:3][c:4]2[c:5]([nH:6][c:7](=[O:11])[o:8][c:9]2=[O:10])[cH:12][cH:13]1.[H-:15].[Na+:14].[O:25]=[CH:26][N:27]([CH3:28])[CH3:29].[OH2:24]>>[Cl:1][c:2]1[cH:3][c:4]2[c:5]([n:6]([CH2:17][c:18]3[cH:19][cH:20][cH:21][cH:22][cH:23]3)[c:7](=[O:11])[o:8][c:9]2=[O:10])[cH:12][cH:13]1. Reactants: ClC=1C=CC(=NC1)C=1C(=NC=C(N1)C(N)=O)C(=O)O (3-(5-Chloropyridin-2-yl)-carbamoylpyrazine-2-carboxylic acid), ClCCl (dichloromethane), CN(C=O)C (dimethyl formamide), S(=O)(Cl)Cl (thionyl chloride). Run at temperature 27.5 celsius, time 30 minute. The product is ClC=1C=CC(=NC1)N1C(C2=NC=CN=C2C1=O)=O (6-(5-chloropyridin-2-yl)-5,7-dioxo-5,6-dihydropyrrolo-[3,4-b]-pyrazine). RXN SMILES: Cl[C:2]1[CH:3]=C[C:5]([C:8]2[C:9]([C:17]([OH:19])=O)=[N:10][CH:11]=[C:12](C(=O)N)[N:13]=2)=[N:6][CH:7]=1.[CH3:20][N:21](C)C=O.S(Cl)(Cl)=[O:26].Cl[CH2:30][Cl:31]>>[Cl:31][C:30]1[CH:3]=[CH:2][C:7]([N:6]2[C:5](=[O:26])[C:8]3[C:9](=[N:10][CH:11]=[CH:12][N:13]=3)[C:17]2=[O:19])=[N:21][CH:20]=1. Reported procedure: 3-(5-Chloropyridin-2-yl)-carbamoylpyrazine-2-carboxylic acid (100 g) was suspended in 500 ml dichloromethane. The suspension was refluxed azeotropically for 60 min. The mixture was cooled to 25-30° C. and dimethyl formamide (2.6 gm) was added followed by addition of thionyl chloride (72 g) in 45-60 min at 25-30° C. The resulting mixture was refluxed till completion of reaction. The reaction mixture was concentrated to dryness at atmospheric pressure. Cooled the solid to 20-25° C. and 500 ml chil... Reactants: C(C)(=O)[O-] (acetate), C(C(S)CC(=O)[O-])(=O)[O-].[Na+].[Na+] (disodium thiomalate), C(C)(=O)[O-].[Na+] (sodium acetate). Yields the product C(C(S)CC(=O)O)(=O)O (thiomalic acid). Reaction SMILES: C([O-])(=O)C.[C:5]([O-:13])(=[O:12])[CH:6]([CH2:8][C:9]([O-:11])=[O:10])[SH:7].[Na+].[Na+].C([O-])(=O)C.[Na+]>>[C:5]([OH:13])(=[O:12])[CH:6]([CH2:8][C:9]([OH:11])=[O:10])[SH:7] |f:1.2.3,4.5|. Procedure: Another synthesis for forming thiomalic acid is by the reaction of thioacetic acid and maleic acid as cited in Flett and Garner's, "Maleic Anhydride Derivatives", (J. Wiley, New York 1952) page 225. The example given here uses thioacetic acid plus maleic acid to give mercaptosuccinic acid acetate having the formula ##STR1## and the yield is 83% of that required by theory for the latter but no yield is given for the subsequent alkaline hydrolysis of this acetate to disodium thiomalate and sodium ... The reactants are ClC=1C2=C(N=C(N1)SC)C=CS2 (4-Chloro-2-methylthiothiopheno[3,2-d]pyrimidine), C(C)O (ethanol), ClCCl (dichloromethane), O.NN (hydrazine hydrate). Run in O (water). Yields the product N(N)C=1C2=C(N=C(N1)SC)C=CS2 (4-Hydrazino-2-methylthiothiopheno[3,2-d]pyrimidine). Isolated yield 93.0%. RXN SMILES: Cl[C:2]1[C:3]2[S:12][CH:11]=[CH:10][C:4]=2[N:5]=[C:6]([S:8][CH3:9])[N:7]=1.C(O)C.O.[NH2:17][NH2:18].ClCCl>O>[NH:17]([C:2]1[C:3]2[S:12][CH:11]=[CH:10][C:4]=2[N:5]=[C:6]([S:8][CH3:9])[N:7]=1)[NH2:18] |f:2.3|. Reported procedure: 4-Chloro-2-methylthiothiopheno[3,2-d]pyrimidine (15.26 g, 70.4 mmol) was mixed with 400 mL of ethanol and then 7.2 mL (148 mmol) of hydrazine hydrate was added with stirring at ambient temperature and the mixture was allowed to stir overnight. The solid materials present were recovered by filtration and the filtrate was evaporated to dryness under reduced pressure to obtain additional solid material. All of the solids were combined and mixed vigorously with a mixture of 500 mL of dichloromethane... Starting materials: C(C)(C)(C)OC(NC1(COC(OC1)(C)C)CCC1=CC(=C(C=C1)OCCCC1=CC=C(C=C1)Br)C(F)(F)F)=O ([5-(2-{4-[3-(4-bromophenyl)propoxy]-3-trifluoromethylphenyl}ethyl)-2,2-dimethyl-1,3-dioxan-5-yl]carbamic acid t-butyl ester), Cl (hydrochloric acid). Run in C(C)O (ethanol). Conditions: temperature 80 celsius, time 1.5 hour. The product is Cl.NC(CO)(CO)CCC1=CC(=C(C=C1)OCCCC1=CC=C(C=C1)Br)C(F)(F)F (2-amino-2-(2-{4-[3-(4-bromophenyl)propoxy]-3-trifluoromethylphenyl}ethyl)propane-1,3-diol hydrochloride). As a reaction SMILES: C(OC(=O)[NH:7][C:8]1([CH2:16][CH2:17][C:18]2[CH:23]=[CH:22][C:21]([O:24][CH2:25][CH2:26][CH2:27][C:28]3[CH:33]=[CH:32][C:31]([Br:34])=[CH:30][CH:29]=3)=[C:20]([C:35]([F:38])([F:37])[F:36])[CH:19]=2)[CH2:13][O:12]C(C)(C)[O:10][CH2:9]1)(C)(C)C.[ClH:40]>C(O)C>[ClH:40].[NH2:7][C:8]([CH2:16][CH2:17][C:18]1[CH:23]=[CH:22][C:21]([O:24][CH2:25][CH2:26][CH2:27][C:28]2[CH:29]=[CH:30][C:31]([Br:34])=[CH:32][CH:33]=2)=[C:20]([C:35]([F:38])([F:36])[F:37])[CH:19]=1)([CH2:13][OH:12])[CH2:9][OH:10] |f:3.4|. Reported procedure: Compound 41-4 (820 mg) was dissolved in ethanol (15 ml), concentrated hydrochloric acid (1.5 ml) was added, and the mixture was stirred at 80° C. for 1.5 hr. The reaction mixture was concentrated, and the residue was washed with diethyl ether to give the object product (600 mg) as a white powder. The reactants are CC1(OB(OC1(C)C)C=1C=CC(=NC1)N)C (5-(4,4,5,5-tetramethyl-1,3,2-dioxaborolan-2-yl)pyridin-2-ylamine), BrCC(=O)OCC (ethyl 2-bromoacetate). Run at time 20 hour. Yields the product Br.C(C)OC(CN1C(C=CC(=C1)B1OC(C(O1)(C)C)(C)C)=N)=O (Ethyl[2-imino-5-(4,4,5,5-tetramethyl-1,3,2-dioxaborolan-2-yl)-2H-pyridin-1-yl]acetate hydrobromide). RXN SMILES: [CH3:1][C:2]1([CH3:16])[C:6]([CH3:8])([CH3:7])[O:5][B:4]([C:9]2[CH:10]=[CH:11][C:12]([NH2:15])=[N:13][CH:14]=2)[O:3]1.[Br:17][CH2:18][C:19]([O:21][CH2:22][CH3:23])=[O:20]>>[BrH:17].[CH2:22]([O:21][C:19](=[O:20])[CH2:18][N:13]1[CH:14]=[C:9]([B:4]2[O:3][C:2]([CH3:16])([CH3:1])[C:6]([CH3:7])([CH3:8])[O:5]2)[CH:10]=[CH:11][C:12]1=[NH:15])[CH3:23] |f:2.3|. Procedure: 5.0 g of 5-(4,4,5,5-tetramethyl-1,3,2-dioxaborolan-2-yl)pyridin-2-ylamine in 7.6 ml of ethyl 2-bromoacetate are placed in a round-bottomed flask and the mixture is stirred at ambient temperature for 20 h. A precipitate forms, and is recovered by filtration, washed with diethyl ether and then with ethanol, and oven-dried under reduced pressure. 8.78 g of compound are obtained. Reactants: C(#C)C=1C=NN(C1)C (4-Ethynyl-1-methyl-1H-pyrazole), BrC1=NC=C(C(=C1)N)I (2-Bromo-5-iodopyridin-4-amine). Reagents/catalysts: [Cu]I (copper(I) iodide), Cl[Pd]([P](C1=CC=CC=C1)(C2=CC=CC=C2)C3=CC=CC=C3)([P](C4=CC=CC=C4)(C5=CC=CC=C5)C6=CC=CC=C6)Cl (bis(triphenylphosphine)palladium dichloride). Run in CN(C)C=O (DMF), C(C)N(CC)CC (triethylamine), C(C)(=O)OCC (ethyl acetate), C(C)N(CC)CC (triethylamine), CN(C)C=O (DMF). Run at time 15 minute. The product is BrC1=NC=C(C(=C1)N)C#CC=1C=NN(C1)C (2-Bromo-5-((1-methyl-1H-pyrazol-4-yl)ethynyl)pyridin-4-amine). The yield is 88.2%. Reaction SMILES: [Br:1][C:2]1[CH:7]=[C:6]([NH2:8])[C:5](I)=[CH:4][N:3]=1.[C:10]([C:12]1[CH:13]=[N:14][N:15]([CH3:17])[CH:16]=1)#[CH:11]>CN(C=O)C.C(N(CC)CC)C.C(OCC)(=O)C.[Cu]I.Cl[Pd](Cl)([P](C1C=CC=CC=1)(C1C=CC=CC=1)C1C=CC=CC=1)[P](C1C=CC=CC=1)(C1C=CC=CC=1)C1C=CC=CC=1>[Br:1][C:2]1[CH:7]=[C:6]([NH2:8])[C:5]([C:11]#[C:10][C:12]2[CH:13]=[N:14][N:15]([CH3:17])[CH:16]=2)=[CH:4][N:3]=1 |^1:40,59|. Procedure: 4-Amino-2-bromo-5-iodopyridine (5) (2.58 g 8.63 mmole), copper(I) iodide (164 mg 0.86 mmole) and bis(triphenylphosphine)palladium dichloride (216 mg 0.432 mmole) were weighed into a 100 mL flask and DMF (25 mL) with triethylamine (22 mL) was added. The mixture was stirred at r.t. for 15 minutes under nitrogen. 4-Ethynyl-1-methyl-1H-pyrazole (20) (945 mg at 100%, 8.91 mmole) in DMF (10 mL) and triethylamine (5 mL) was added to the flask. The reaction was stirred at r.t. for 1.75 hrs. The reaction... The reactants are [Cl-].COC(\C=C\C(=O)O)=O (fumaric acid monomethyl ester chloride), Cl (hydrochloric acid), ClC1=CC=CC=C1 (chlorobenzene), [Cl-].[Al+3].[Cl-].[Cl-] (aluminum chloride), C(Cl)Cl (methylene chloride). Conditions: temperature 40 celsius. Product: C(C)OC(C=CC(=O)C1=CC=C(C=C1)Cl)=O (4-(4'-chlorophenyl)-4-oxo-but-2-enoic acid ethyl ester). As a reaction SMILES: [Cl-].[CH3:2][O:3][C:4](=[O:10])/[CH:5]=[CH:6]/[C:7](O)=[O:8].[Cl:11][C:12]1[CH:17]=[CH:16][CH:15]=[CH:14][CH:13]=1.[Cl-].[Al+3].[Cl-].[Cl-].Cl.[CH2:23](Cl)Cl>>[CH2:2]([O:3][C:4](=[O:10])[CH:5]=[CH:6][C:7]([C:15]1[CH:16]=[CH:17][C:12]([Cl:11])=[CH:13][CH:14]=1)=[O:8])[CH3:23] |f:0.1,3.4.5.6|. Procedure: Fifteen grams (92 m mol) of fumaric acid monomethyl ester chloride were added dropwise under stirring over a period of 25 minutes to a mixture of 200 ml of chlorobenzene and 18.4 gm (138 m mol) of aluminum chloride at 20° C. After heating for 45 minutes at 40° C., the mixture was cooled, poured on ice/water containing 30 ml of concentrated hydrochloric acid, and taken up in methylene chloride, and the solution was evaporated (under reduced pressure toward the end). The residue was recrystallized... Reactants: C(C1=CC=CC=C1)OC1=CC=C2C3=C(C(=NC2=C1)N)N=C1N3[C@H](COC1)C(C)C ((11S)-3-(Benzyloxy)-11-isopropyl-10,11-dihydro-8H-[1,4]oxazino[4′,3′:1,2]imidazo[4,5-c]quinolin-6-amine), C(Cl)(Cl)Cl (CHCl3). Reagents/catalysts: [Pd] (Palladium on carbon). The solvent is C(C)O (ethanol). Run at time 8 hour. Yields the product NC1=NC2=CC(=CC=C2C2=C1N=C1N2[C@H](COC1)C(C)C)O ((11S)-6-Amino-11-isopropyl-10,11-dihydro-8H-[1,4]oxazino[4′,3′:1,2]imidazo[4,5-c]quinolin-3-ol). Yield: 60.5%. RXN SMILES: C([O:8][C:9]1[CH:18]=[C:17]2[C:12]([C:13]3[N:22]4[C@@H:23]([CH:27]([CH3:29])[CH3:28])[CH2:24][O:25][CH2:26][C:21]4=[N:20][C:14]=3[C:15]([NH2:19])=[N:16]2)=[CH:11][CH:10]=1)C1C=CC=CC=1.C(Cl)(Cl)Cl>C(O)C.[Pd]>[NH2:19][C:15]1[C:14]2[N:20]=[C:21]3[CH2:26][O:25][CH2:24][C@H:23]([CH:27]([CH3:28])[CH3:29])[N:22]3[C:13]=2[C:12]2[C:17](=[CH:18][C:9]([OH:8])=[CH:10][CH:11]=2)[N:16]=1. Procedure: (11S)-3-(Benzyloxy)-11-isopropyl-10,11-dihydro-8H-[1,4]oxazino[4′,3′:1,2]imidazo[4,5-c]quinolin-6-amine (800 mg, 2.05 mmol) was dissolved in 260 mL of ethanol and the solution was placed in a pressure bottle. Palladium on carbon (10%, 460 mg) was then added and the reaction mixture was shaken under H2 at 48 PSI (3.3×105 Pa) overnight. The reaction mixture was filtered through a pad of CELITE filter agent. The pad was rinsed with 1:1 CH2Cl2/ethanol and the combined filtrates were concentrated und...